From a dataset of the Open Reaction Database (ORD), a public repository of structured organic reaction records. describe an organic reaction: reactants, conditions, products, and yield The reactants are CO, [K+], [K+], O=C([O-])[O-], O, CC(=O)OC1CCCCc2cccnc21. The product is OC1CCCCc2cccnc21. As a reaction SMILES: [CH3:23][OH:24].[K+:16].[K+:17].[O-:18][C:19]([O-:20])=[O:21].[OH2:22].[n:1]1[c:2]2[c:3]([cH:4][cH:5][cH:6]1)[CH2:7][CH2:8][CH2:9][CH2:10][CH:11]2[O:12][C:13](=[O:14])[CH3:15]>>[n:1]1[c:2]2[c:3]([cH:4][cH:5][cH:6]1)[CH2:7][CH2:8][CH2:9][CH2:10][CH:11]2[OH:12].